From a dataset of the Open Reaction Database (ORD), a public repository of structured organic reaction records. describe an organic reaction: reactants, conditions, products, and yield Starting materials: COC1=CC=C(C=C1)S (4-methoxy-benzenethiol), BrC1=C(C(=CC=C1)F)I (1-bromo-3-fluoro-2-iodo-benzene), BrC1=C(C(=CC=C1)F)N (2-bromo-6-fluoro-phenylamine). Yields the product BrC1=C(C(=CC=C1)F)SC1=CC=C(C=C1)OC (1-Bromo-3-fluoro-2-(4-methoxy-phenylsulfanyl)-benzene). Reaction SMILES: [CH3:1][O:2][C:3]1[CH:8]=[CH:7][C:6]([SH:9])=[CH:5][CH:4]=1.[Br:10][C:11]1[CH:16]=[CH:15][CH:14]=[C:13]([F:17])[C:12]=1I.BrC1C=CC=C(F)C=1N>>[Br:10][C:11]1[CH:16]=[CH:15][CH:14]=[C:13]([F:17])[C:12]=1[S:9][C:6]1[CH:7]=[CH:8][C:3]([O:2][CH3:1])=[CH:4][CH:5]=1. Procedure details: Prepared from 4-methoxy-benzenethiol and 1-bromo-3-fluoro-2-iodo-benzene (prepared from 2-bromo-6-fluoro-phenylamine by diazotization according to the general procedure by Tunney and Stille J. Org. Chem. 1987, 52, 748-753). Starting materials: Cl, COC(=O)CCCC1(C(=O)OC)CCOc2ccc(F)cc21, [H-], [Na+], CN(C)C=O. Reaction SMILES: [ClH:25].[F:3][c:4]1[cH:5][cH:6][c:7]2[c:8]([cH:24]1)[C:9]([CH2:13][CH2:14][CH2:15][C:16](=[O:17])[O:18][CH3:19])([C:20]([O:22][CH3:21])=[O:23])[CH2:10][CH2:11][O:12]2.[H-:2].[Na+:1].[O:26]=[CH:27][N:28]([CH3:29])[CH3:30]>>[F:3][c:4]1[cH:5][cH:6][c:7]2[c:8]([cH:24]1)[C:9]1([CH2:10][CH2:11][O:12]2)[CH2:13][CH2:14][CH:15]([C:16](=[O:17])[O:18][CH3:19])[C:20]1=[O:22]. The product is COC(=O)C1CCC2(CCOc3ccc(F)cc32)C1=O. The reactants are Cl (hydrochloric acid), C([O-])([O-])=O.[K+].[K+] (Potassium carbonate), C(C)N=C=O (ethyl isocyanate), ClC=1C(=NC=C(C1)Cl)OC1=NNC(=C1)C (3-(3,5-dichloropyridin-2-yloxy)-5-methylpyrazole). Run in C(C)(=O)OCC (ethyl acetate). Conditions: time 8 hour. Product: C(C)NC(=O)N1N=C(C=C1C)OC1=NC=C(C=C1Cl)Cl (N-ethyl-3-(3,5-dichloropyridin-2-yloxy)-5-methylpyrazole-1-carboxamide). The yield is 69.8%. Reaction SMILES: C(=O)([O-])[O-].[K+].[K+].[CH2:7]([N:9]=[C:10]=[O:11])[CH3:8].[Cl:12][C:13]1[C:14]([O:20][C:21]2[CH:25]=[C:24]([CH3:26])[NH:23][N:22]=2)=[N:15][CH:16]=[C:17]([Cl:19])[CH:18]=1.Cl>C(OCC)(=O)C>[CH2:7]([NH:9][C:10]([N:23]1[C:24]([CH3:26])=[CH:25][C:21]([O:20][C:14]2[C:13]([Cl:12])=[CH:18][C:17]([Cl:19])=[CH:16][N:15]=2)=[N:22]1)=[O:11])[CH3:8] |f:0.1.2|. Reported procedure: Potassium carbonate (0.30 g, 2.2 mmol) and ethyl isocyanate (0.14 g, 2.0 mmol) were added to a solution of 3-(3,5-dichloropyridin-2-yloxy)-5-methylpyrazole (0.49 g, 2.0 mmol) in ethyl acetate (10 ml), and the mixture was stirred at room temperature overnight. After completion of the reaction, the reaction mixture was poured into 2N hydrochloric acid and extracted with ethyl acetate (10 ml×3). An organic layer was washed with water, dried over anhydrous magnesium sulfate and filtered to remove a ... Reactants: FC(C(=O)OC(C(F)(F)F)=O)(F)F (Trifluoroacetic anhydride), ice, N(=[N+]=[N-])C1C(NC1CCO)=O (3-azido-4-(2-hydroxyethyl)-azetidin-2-one), N1=CC=CC=C1 (pyridine). Run in C(Cl)Cl (methylene chloride). The product is N(=[N+]=[N-])C1C(NC1CCOC(C(F)(F)F)=O)=O (3-azido-4-(2-trifluoroacetoxyethyl)azetidin-2-one). Reaction SMILES: F[C:2](F)(F)[C:3]([O:5][C:6](=[O:11])[C:7]([F:10])([F:9])[F:8])=O.[N:14]([CH:17]1[CH:20](CCO)[NH:19][C:18]1=[O:24])=[N+:15]=[N-:16].N1C=CC=CC=1>C(Cl)Cl>[N:14]([CH:17]1[CH:20]([CH2:2][CH2:3][O:5][C:6](=[O:11])[C:7]([F:10])([F:9])[F:8])[NH:19][C:18]1=[O:24])=[N+:15]=[N-:16]. Reported procedure: Trifluoroacetic anhydride (0.2 mol) is added dropwise to an ice-cold, stirred solution of 3-azido-4-(2-hydroxyethyl)-azetidin-2-one (0.2 mol) and pyridine (0.21 mol) in methylene chloride (200 ml). The solution is stirred for 15 more min. at room temperature (25° C.), then washed with water, dried with magnesium sulfate, and filtered. Evaporation of the methylene chloride under vacuum leaves 3-azido-4-(2-trifluoroacetoxyethyl)azetidin-2-one.